describe an organic reaction: reactants, conditions, products, and yield From a dataset of the Open Reaction Database (ORD), a public repository of structured organic reaction records. Run in CO (MeOH), CC(C)O (IPA). Conditions: temperature 90 celsius. Reactants: crude mixture, FC=1C=CC2=C(N(C(=N2)C(C)N)C2=CC=NC=C2)C1 (1-(6-fluoro-1-pyridin-4-yl-1H-benzoimidazol-2-yl)ethylamine), NC1=NC=NC(=C1C#N)Cl (4-amino-6-chloropyrimidine-5-carbonitrile), CCN(C(C)C)C(C)C (DIPEA). The yield is 25.5%. Procedure details: A mixture of 1-(6-fluoro-1-pyridin-4-yl-1H-benzoimidazol-2-yl)ethylamine (55 mg, 0.22 mmol), 4-amino-6-chloropyrimidine-5-carbonitrile (33 mg, 0.22 mmol) and DIPEA (115 μL, 0.64 mmol) in IPA (1 mL) was heated at 90° C. in a sealed vial for 16 h. After cooling to RT, the crude mixture was diluted with MeOH and loaded onto an Isolute® SCX-2 cartridge. The cartridge was washed with MeOH followed by 2M NH3/MeOH. The basic fractions were combined, concentrated in vacuo and the resulting residue purif... As a reaction SMILES: [F:1][C:2]1[CH:3]=[CH:4][C:5]2[N:9]=[C:8]([CH:10]([NH2:12])[CH3:11])[N:7]([C:13]3[CH:18]=[CH:17][N:16]=[CH:15][CH:14]=3)[C:6]=2[CH:19]=1.[NH2:20][C:21]1[C:26]([C:27]#[N:28])=[C:25](Cl)[N:24]=[CH:23][N:22]=1.CCN(C(C)C)C(C)C>CC(O)C.CO>[NH2:20][C:21]1[C:26]([C:27]#[N:28])=[C:25]([NH:12][CH:10]([C:8]2[N:7]([C:13]3[CH:18]=[CH:17][N:16]=[CH:15][CH:14]=3)[C:6]3[CH:19]=[C:2]([F:1])[CH:3]=[CH:4][C:5]=3[N:9]=2)[CH3:11])[N:24]=[CH:23][N:22]=1. Yields the product NC1=NC=NC(=C1C#N)NC(C)C1=NC2=C(N1C1=CC=NC=C1)C=C(C=C2)F (4-Amino-6-[1-(6-fluoro-1-pyridin-4-yl-1H-benzoimidazol-2-yl)-ethylamino]-pyrimidine-5-carbonitrile). Procedure details: To an ice cold solution of 4-(6-aminopyridin-3-yl)tetrahydro-2H-thiopyran 1,1-dioxide (140 mg, 0.62 mmol) in DCM (15 mL) was added NBS (110 mg, 0.62 mmol) in two portions. The reaction mixture was stirred at 0° C. for 20 min. The reaction solution was diluted with ethyl acetate, washed with water, saturated aqueous sodium bicarbonate solution, brine, dried over sodium sulfate and concentrated to give 4-(6-amino-5-bromopyridin-3-yl)tetrahydro-2H-thiopyran 1,1-dioxide (190 mg, 0.62 mmol). LCMS (m/... Isolated yield 100.0%. Yields the product NC1=C(C=C(C=N1)C1CCS(CC1)(=O)=O)Br (4-(6-amino-5-bromopyridin-3-yl)tetrahydro-2H-thiopyran 1,1-dioxide). Starting materials: ice, NC1=CC=C(C=N1)C1CCS(CC1)(=O)=O (4-(6-aminopyridin-3-yl)tetrahydro-2H-thiopyran 1,1-dioxide), C1CC(=O)N(C1=O)Br (NBS). The solvent is C(C)(=O)OCC (ethyl acetate), C(Cl)Cl (DCM). RXN SMILES: [NH2:1][C:2]1[N:7]=[CH:6][C:5]([CH:8]2[CH2:13][CH2:12][S:11](=[O:15])(=[O:14])[CH2:10][CH2:9]2)=[CH:4][CH:3]=1.C1C(=O)N([Br:23])C(=O)C1>C(Cl)Cl.C(OCC)(=O)C>[NH2:1][C:2]1[N:7]=[CH:6][C:5]([CH:8]2[CH2:9][CH2:10][S:11](=[O:15])(=[O:14])[CH2:12][CH2:13]2)=[CH:4][C:3]=1[Br:23]. Conditions: temperature 0 celsius, time 20 minute.